From a dataset of the Open Reaction Database (ORD), a public repository of structured organic reaction records. describe an organic reaction: reactants, conditions, products, and yield Reactants: compound 222, OCC=1NC(=C(N1)C)C=1C(=CC(=C(C(=O)O)C1)C)C (5-(2-(hydroxymethyl)-4-methyl-1H-imidazol-5-yl)-2,4-dimethylbenzoic acid), OCC=1NC(=C(N1)C)C=1C(=CC(=C(C(=O)O)C1)C)C (5-(2-(hydroxymethyl)-4-methyl-1H-imidazol-5-yl)-2,4-dimethylbenzoic acid), C(#N)CC=1NC(=C(N1)C)C=1C(=CC(=C(C(=O)O)C1)C)C (5-(2-(cyanomethyl)-4-methyl-1H-imidazol-5-yl)-2,4-dimethylbenzoic acid), Cl.FC1(CNC1)C1=CC=C(C#N)C=C1 (4-(3-Fluoroazetidin-3-yl)benzonitrile hydrochloride), Cl.N1CC(C1)C1=CC=C(C#N)C=C1 (4-(azetidin-3-yl)benzonitrile hydrochloride), Cl.N1CC(C1)C1=CC=C(C#N)C=C1 (4-(azetidin-3-yl)benzonitrile hydrochloride). Yields the product OCC=1NC(=C(N1)C)C=1C(=CC(=C(C(=O)N2CC(C2)C2=CC=C(C#N)C=C2)C1)C)C (4-(1-(5-(2-(Hydroxymethyl)-4-methyl-1H-imidazol-5-yl)-2,4-dimethylbenzoyl)azetidin-3-yl)benzonitrile). RXN SMILES: [OH:1][CH2:2][C:3]1[NH:4][C:5]([C:9]2[C:10]([CH3:19])=[CH:11][C:12]([CH3:18])=[C:13]([CH:17]=2)[C:14]([OH:16])=O)=[C:6]([CH3:8])[N:7]=1.C(CC1NC(C2C(C)=CC(C)=C(C=2)C(O)=O)=C(C)N=1)#N.Cl.[NH:41]1[CH2:44][CH:43]([C:45]2[CH:52]=[CH:51][C:48]([C:49]#[N:50])=[CH:47][CH:46]=2)[CH2:42]1.Cl.FC1(C2C=CC(C#N)=CC=2)CNC1>>[OH:1][CH2:2][C:3]1[NH:4][C:5]([C:9]2[C:10]([CH3:19])=[CH:11][C:12]([CH3:18])=[C:13]([CH:17]=2)[C:14]([N:41]2[CH2:44][CH:43]([C:45]3[CH:52]=[CH:51][C:48]([C:49]#[N:50])=[CH:47][CH:46]=3)[CH2:42]2)=[O:16])=[C:6]([CH3:8])[N:7]=1 |f:2.3,4.5|. Procedure: The title compound was prepared using standard chemical manipulations and procedures similar to those used for the preparation of compound 222, except 5-(2-(hydroxymethyl)-4-methyl-1H-imidazol-5-yl)-2,4-dimethylbenzoic acid (compound 222.5) was used in place of 5-(2-(cyanomethyl)-4-methyl-1H-imidazol-5-yl)-2,4-dimethylbenzoic acid (compound 222.6) and 4-(azetidin-3-yl)benzonitrile hydrochloride (compound 5.2) was used in place of 4-(3-fluoroazetidin-3-yl)benzonitrile hydrochloride (compound 43.4... Starting materials: ClC=1C=CC2=C(C(N3[C@H](C=4N2C=NC4C(=O)N)CC3)=O)C1 ((S)-7-chloro-12,12a-dihydro-9-oxo-9H,11H-azeto[2,1-c]imidazo[1,5-a][1,4]benzodiazepine-1-carboxamide), N1=CC=CC=C1 (pyridine), FC(C(=O)OC(C(F)(F)F)=O)(F)F (trifluoroacetic anhydride), N1=CC=CC=C1 (pyridine), FC(C(=O)OC(C(F)(F)F)=O)(F)F (trifluoroacetic anhydride). The solvent is O1CCOCC1 (dioxan). Run at time 45 minute. Product: ClC=1C=CC2=C(C(N3[C@H](C=4N2C=NC4C#N)CC3)=O)C1 ((S)-7-chloro-12,12a-dihydro-9-oxo-9H,11H-azeto[2,1-c]imidazo[1,5-a][1,4]benzodiazepine-1-carbonitrile). The yield is 78.3%. Reaction SMILES: [Cl:1][C:2]1[CH:3]=[CH:4][C:5]2[N:11]3[CH:12]=[N:13][C:14]([C:15]([NH2:17])=O)=[C:10]3[C@@H:9]3[CH2:18][CH2:19][N:8]3[C:7](=[O:20])[C:6]=2[CH:21]=1.N1C=CC=CC=1.FC(F)(F)C(OC(=O)C(F)(F)F)=O>O1CCOCC1>[Cl:1][C:2]1[CH:3]=[CH:4][C:5]2[N:11]3[CH:12]=[N:13][C:14]([C:15]#[N:17])=[C:10]3[C@@H:9]3[CH2:18][CH2:19][N:8]3[C:7](=[O:20])[C:6]=2[CH:21]=1. Procedure details: 2.38 g (7.85 mmol) of (S)-7-chloro-12,12a-dihydro-9-oxo-9H,11H-azeto[2,1-c]imidazo[1,5-a][1,4]benzodiazepine-1-carboxamide were suspended in 15 ml of dioxan and 1.4 ml of pyridine and treated dropwise at a temperature of about 10° with 1.2 ml (8.25 mmol) of trifluoroacetic anhydride. The mixture was stirred at room temperature for 45 min. and a further 0.26 ml of pyridine and 0.11 ml of trifluoroacetic anhydride were added. The reaction mixture was stirred for 30 min. Thereupon, the solvent was ... Starting materials: C1CCOC1, CO, COc1ccc(N2CCN(c3c(C)c(C)c4c(c3C)C(O)(C3CCCCC3)C(C)(C)O4)CC2)cc1, Cl. Product: COc1ccc(N2CCN(c3c(C)c(C)c4c(c3C)C(=C3CCCCC3)C(C)(C)O4)CC2)cc1, Cl. As a reaction SMILES: [CH2:37]1[O:38][CH2:39][CH2:40][CH2:41]1.[CH3:42][OH:43].[CH:2]1([C:8]2([OH:36])[C:9]([CH3:34])([CH3:35])[O:10][c:11]3[c:12]2[c:13]([CH3:33])[c:14]([N:19]2[CH2:20][CH2:21][N:22]([c:25]4[cH:26][cH:27][c:28]([O:31][CH3:32])[cH:29][cH:30]4)[CH2:23][CH2:24]2)[c:15]([CH3:18])[c:16]3[CH3:17])[CH2:3][CH2:4][CH2:5][CH2:6][CH2:7]1.[ClH:1]>>[C:2]1(=[C:8]2[C:9]([CH3:34])([CH3:35])[O:10][c:11]3[c:12]2[c:13]([CH3:33])[c:14]([N:19]2[CH2:20][CH2:21][N:22]([c:25]4[cH:26][cH:27][c:28]([O:31][CH3:32])[cH:29][cH:30]4)[CH2:23][CH2:24]2)[c:15]([CH3:18])[c:16]3[CH3:17])[CH2:3][CH2:4][CH2:5][CH2:6][CH2:7]1.[ClH:1]. Reactants: [Na+].[Cl-] (NaCl), IC1=NN(C=C1C1=NC(=NC=C1)S(=O)(=O)C)C(C)C (4-(3-iodo-1-isopropyl-1H-pyrazol-4-yl)-2-(methylsulfonyl)pyrimidine), NC[C@H](C)O ((s)-1-amino-propan-2-ol), CCCCCC (hexane). The solvent is CCOC(=O)C (EtOAc), CCOC(=O)C (EtOAc), C1CCOC1 (THF). Product: IC1=NN(C=C1C1=NC(=NC=C1)NC[C@H](C)O)C(C)C ((2S)-1-(4-(3-iodo-1-isopropyl-1H-pyrazol-4-yl)pyrimidin-2-ylamino)propan-2-ol). Yield: 96.8%. As a reaction SMILES: [I:1][C:2]1[C:6]([C:7]2[CH:12]=[CH:11][N:10]=[C:9](S(C)(=O)=O)[N:8]=2)=[CH:5][N:4]([CH:17]([CH3:19])[CH3:18])[N:3]=1.[NH2:20][CH2:21][C@@H:22]([OH:24])[CH3:23].CCCCCC.[Na+].[Cl-]>C1COCC1.CCOC(C)=O>[I:1][C:2]1[C:6]([C:7]2[CH:12]=[CH:11][N:10]=[C:9]([NH:20][CH2:21][C@@H:22]([OH:24])[CH3:23])[N:8]=2)=[CH:5][N:4]([CH:17]([CH3:19])[CH3:18])[N:3]=1 |f:3.4|. Procedure: A mixture of 4-(3-iodo-1-isopropyl-1H-pyrazol-4-yl)-2-(methylsulfonyl)pyrimidine B-1-2 (16 g, 40 mmol) and (s)-1-amino-propan-2-ol (9 g, 122 mmol) in THF (160 mL) was heated to reflux overnight. TLC (hexane: EtOAc=2:1) showed the reaction was complete, EtOAc (80 mL) and saturated aqueous NaCl (80 mL) were added to the mixture, and the layers were separated. The organic layer was separated, washed with saturated aqueous NaCl (30 mL), dried over Na2SO4 and concentrated to give (2S)-1-(4-(3-iodo-1-... Reactants: [Li]CCCC, CCCCCC, CC(C)CC=O, C1CCOC1, O=S(=O)(c1ccccc1)n1ccc2cc(F)cnc21. Product: CC(C)CC(O)c1cc2cc(F)cnc2n1S(=O)(=O)c1ccccc1. RXN SMILES: [CH2:20]([Li:21])[CH2:22][CH2:23][CH3:24].[CH3:25][CH2:26][CH2:27][CH2:28][CH2:29][CH3:30].[CH3:31][CH:32]([CH2:33][CH:34]=[O:35])[CH3:36].[O:37]1[CH2:38][CH2:39][CH2:40][CH2:41]1.[c:1]1([S:7](=[O:8])(=[O:9])[n:10]2[cH:11][cH:12][c:13]3[c:14]2[n:15][cH:16][c:17]([F:19])[cH:18]3)[cH:2][cH:3][cH:4][cH:5][cH:6]1>>[c:1]1([S:7](=[O:8])(=[O:9])[n:10]2[c:11]([CH:34]([CH2:33][CH:32]([CH3:31])[CH3:36])[OH:35])[cH:12][c:13]3[c:14]2[n:15][cH:16][c:17]([F:19])[cH:18]3)[cH:2][cH:3][cH:4][cH:5][cH:6]1. Starting materials: BrC1=NC=C(C=C1)Br (2,5-Dibromo-pyridine), NN (hydrazine), compound. The solvent is N1=CC=CC=C1 (pyridine). Conditions: temperature 85 celsius. Yields the product BrC=1C=CC(=NC1)NN ((5-Bromo-pyridin-2-yl)-hydrazine). Reaction SMILES: Br[C:2]1[CH:7]=[CH:6][C:5]([Br:8])=[CH:4][N:3]=1.[NH2:9][NH2:10]>N1C=CC=CC=1>[Br:8][C:5]1[CH:6]=[CH:7][C:2]([NH:9][NH2:10])=[N:3][CH:4]=1. Reported procedure: A mixture of 2,5-Dibromo-pyridine (13 g, 55.1 mmol) and hydrazine (13 mL, 414 mmol) in pyridine (13 mL) was heated at 85° C. for 48 hours. The reaction was cooled and concentrated in vacuo. The residue was triturated in 1N NaOH (20 mL) and toluene (20 mL). The solid was filtered, washed with water, and dried to give the above named compound (6.43 g, 62%). The reactants are Br, [N-]=[N+]=CC(=O)c1ccc(C(=O)O)c(Cl)c1. The product is O=C(CBr)c1ccc(C(=O)O)c(Cl)c1. As a reaction SMILES: [BrH:1].[Cl:2][c:3]1[c:4]([C:5](=[O:6])[OH:7])[cH:8][cH:9][c:10]([C:12]([CH:13]=[N+:14]=[N-:15])=[O:16])[cH:11]1>>[Br:1][CH2:13][C:12]([c:10]1[cH:9][cH:8][c:4]([C:5](=[O:6])[OH:7])[c:3]([Cl:2])[cH:11]1)=[O:16].